This data is from the Open Reaction Database (ORD), a public repository of structured organic reaction records. The task is: describe an organic reaction: reactants, conditions, products, and yield Reactants: ClC1=C(CN(CC(O)C2=CC=C(C=C2)NC(C)=O)C)C=CC(=C1)Cl (N-(4-(2-((2,4-dichlorobenzyl)(methyl)amino)-1-hydroxyethyl)phenyl)acetamide), S(O)(O)(=O)=O (sulfuric acid). Solvent: ClCCl (dichloromethane). Yields the product ClC=1C=C2C(CN(CC2=C(C1)Cl)C)C1=CC=C(C=C1)NC(C)=O (N-(4-(6,8-dichloro-2-methyl-1,2,3,4-tetrahydroisoquinolin-4-yl)phenyl)acetamide). Procedure details: Into a 100-mL 3-necked round-bottom flask, was placed a solution of N-(4-(2-((2,4-dichlorobenzyl)(methyl)amino)-1-hydroxyethyl)phenyl)acetamide (500 mg, 1.36 mmol, 1.00 equiv) in dichloromethane (3 mL). This was followed by the addition of sulfuric acid (3 mL) dropwise with stirring at 0° C. The resulting solution was stirred for 5 h at 0-5° C. The reaction was then quenched by the addition of 20 mL of water/ice. The pH value of the solution was adjusted to 7-8 with sodium hydroxide. The resulti... RXN SMILES: [Cl:1][C:2]1[CH:23]=[C:22]([Cl:24])[CH:21]=[CH:20][C:3]=1[CH2:4][N:5]([CH3:19])[CH2:6][CH:7]([C:9]1[CH:14]=[CH:13][C:12]([NH:15][C:16](=[O:18])[CH3:17])=[CH:11][CH:10]=1)O.S(=O)(=O)(O)O>ClCCl>[Cl:24][C:22]1[CH:21]=[C:20]2[C:3](=[C:2]([Cl:1])[CH:23]=1)[CH2:4][N:5]([CH3:19])[CH2:6][CH:7]2[C:9]1[CH:14]=[CH:13][C:12]([NH:15][C:16](=[O:18])[CH3:17])=[CH:11][CH:10]=1. Conditions: temperature 0 celsius. Reactants: C1(=CC=CC=C1)C1=C(C(=NO1)C1=C2C(=NO1)C1=CC=C(C=C1CC2)C=O)C(F)(F)F (3-(5-phenyl-4-(trifluoromethyl)isoxazol-3-yl)-4,5-dihydronaphtho[1,2-c]isoxazole-7-carbaldehyde), C[Si](C)(C)C#N (trimethylsilyl cyanide), C(C)(=O)OCC (Ethyl acetate), Cl (hydrochloric acid). The reagents and catalysts are [I-].[Zn+2].[I-] (zinc iodide). The solvent is C(C)#N (acetonitrile), ice water. Run at time 70 minute. Product: OC(C#N)C=1C=C2CCC=3C(=NOC3C3=NOC(=C3C(F)(F)F)C3=CC=CC=C3)C2=CC1 ((±)-2-hydroxy-2-(3-(5-phenyl-4-(trifluoromethyl)isoxazol-3-yl)-4,5-dihydronaphtho[1,2-c]isoxazol-7-yl)acetonitrile). Yield: 100.0%. As a reaction SMILES: [C:1]1([C:7]2[O:11][N:10]=[C:9]([C:12]3[O:16][N:15]=[C:14]4[C:17]5[C:22]([CH2:23][CH2:24][C:13]=34)=[CH:21][C:20]([CH:25]=[O:26])=[CH:19][CH:18]=5)[C:8]=2[C:27]([F:30])([F:29])[F:28])[CH:6]=[CH:5][CH:4]=[CH:3][CH:2]=1.C[Si]([C:35]#[N:36])(C)C.Cl.C(OCC)(=O)C>C(#N)C.[I-].[Zn+2].[I-]>[OH:26][CH:25]([C:20]1[CH:21]=[C:22]2[C:17](=[CH:18][CH:19]=1)[C:14]1=[N:15][O:16][C:12]([C:9]3[C:8]([C:27]([F:28])([F:29])[F:30])=[C:7]([C:1]4[CH:2]=[CH:3][CH:4]=[CH:5][CH:6]=4)[O:11][N:10]=3)=[C:13]1[CH2:24][CH2:23]2)[C:35]#[N:36] |f:5.6.7|. Procedure: To 3-(5-phenyl-4-(trifluoromethyl)isoxazol-3-yl)-4,5-dihydronaphtho[1,2-c]isoxazole-7-carbaldehyde (Preparation 88A, 1 g, 2.4 mmol) in acetonitrile (75 mL) was added trimethylsilyl cyanide (0.49 mL, 3.7 mmol) and zinc iodide (0.79 g, 2.4 mmol). The reaction mixture was stirred for 70 min. at room temperature. After being cooled in ice-water bath, the mixture was acidified by addition of aqueous hydrochloric acid (1N, 4.4 mL, 4.4 mmol). Ethyl acetate (100 mL) was added and the layers were separat...